This data is from the Open Reaction Database (ORD), a public repository of structured organic reaction records. The task is: describe an organic reaction: reactants, conditions, products, and yield Starting materials: c-PrMgBr, solution, C1CCOC1 (THF), 2, CN(C)[C@H]1[C@@H]2C[C@@H]3CC4=C(C=CC(=C4C(=C3C(=O)[C@@]2(C(=C(C1=O)C(=O)N)O)O)O)O)I (7-iodosancycline), Pd(t-Bu3)2, [Cl-].[Cl-].[Cl-].[In+3] (indium trichloride). Run at time 15 minute. The product is C1(CC1)C1=C2C[C@H]3C[C@H]4[C@@H](C(=C(C([C@]4(C(=C3C(C2=C(C=C1)O)=O)O)O)=O)C(=O)N)O)N(C)C ((4S,4aS,5aR,12aS)-7-Cyclopropyl-4-dimethylamino-3,10,12,12a-tetrahydroxy-1,11-dioxo-1,4,4a,5,5a,6,11,12a-octahydro-naphthacene-2-carboxylic acid amide). The yield is 72.0%. Reaction SMILES: [Cl-].[Cl-].[Cl-].[In+3].[CH3:5][N:6]([C@@H:8]1[C:26](=[O:27])[C:25]([C:28]([NH2:30])=[O:29])=[C:24]([OH:31])[C@:23]2([OH:32])[C@H:9]1[CH2:10][C@H:11]1[C:20]([C:21]2=[O:22])=[C:19]([OH:33])[C:18]2[C:13](=[C:14](I)[CH:15]=[CH:16][C:17]=2[OH:34])[CH2:12]1)[CH3:7].[CH2:36]1[CH2:40]OC[CH2:37]1>>[CH:37]1([C:14]2[CH:15]=[CH:16][C:17]([OH:34])=[C:18]3[C:13]=2[CH2:12][C@@H:11]2[C:20]([C:19]3=[O:33])=[C:21]([OH:22])[C@@:23]3([OH:32])[C@H:9]([C@H:8]([N:6]([CH3:7])[CH3:5])[C:26]([OH:27])=[C:25]([C:28]([NH2:30])=[O:29])[C:24]3=[O:31])[CH2:10]2)[CH2:36][CH2:40]1 |f:0.1.2.3|. Procedure details: A 1000 mL 2 or 3 neck round-bottomed flask with reflux condenser was charged with anhydrous InCl3 (12.1 g, 40.5 mmol) and dried under vacuum with a heat gun. After the flask cooled to ambient temperature and was flushed with argon, anhydrous THF (240 mL) was added. The solution was cooled to −78° C. and c-PrMgBr (244 mL, 122 mmol) as a 0.5 M solution in THF was added. After 15 minutes, the solution was allowed to slowly warm to room temperature to form a clear heterogeneous solution. To the reac... The reactants are Clc1ccc2cc[nH]c2c1, FC(F)(F)c1ccc(I)cc1. The product is FC(F)(F)c1ccc(-n2ccc3ccc(Cl)cc32)cc1. Reaction SMILES: [Cl:1][c:2]1[cH:3][cH:4][c:5]2[cH:6][cH:7][nH:8][c:9]2[cH:10]1.[I:11][c:12]1[cH:13][cH:14][c:15]([C:18]([F:19])([F:20])[F:21])[cH:16][cH:17]1>>[Cl:1][c:2]1[cH:3][cH:4][c:5]2[cH:6][cH:7][n:8](-[c:12]3[cH:13][cH:14][c:15]([C:18]([F:19])([F:20])[F:21])[cH:16][cH:17]3)[c:9]2[cH:10]1. Reactants: C(C1=CC=CC=C1)OC1=CC=2C[C@H]([C@H]3[C@@H]4C=CC5([C@@]4(C)CC[C@@H]3C2C=C1)OCCO5)CCCCCO (3-benzyloxy-17,17-ethylenedioxy-7α-(5-hydroxypentyl)-estra-1,3,5(10),15-tetraene), C1(=CC=C(C=C1)S(=O)(=O)O)C (para-toluenesulfonic acid). The solvent is CC(=O)C (acetone), O (water), C(C)OCC (diethyl ether). The product is C(C1=CC=CC=C1)OC1=CC=2C[C@H]([C@H]3[C@@H]4C=CC([C@@]4(C)CC[C@@H]3C2C=C1)=O)CCCCCO (3-benzyloxy-7α-(5-hydroxypentyl)-estra-1,3,5(10),15-tetra-en-17-one). The yield is 85.1%. Reaction SMILES: [CH2:1]([O:8][C:9]1[CH:26]=[CH:25][C:24]2[C@@H:23]3[C@H:14]([C@H:15]4[C@@:19]([CH2:21][CH2:22]3)([CH3:20])[C:18]3(OCC[O:27]3)[CH:17]=[CH:16]4)[C@H:13]([CH2:31][CH2:32][CH2:33][CH2:34][CH2:35][OH:36])[CH2:12][C:11]=2[CH:10]=1)[C:2]1[CH:7]=[CH:6][CH:5]=[CH:4][CH:3]=1.C1(C)C=CC(S(O)(=O)=O)=CC=1>CC(C)=O.O.C(OCC)C>[CH2:1]([O:8][C:9]1[CH:26]=[CH:25][C:24]2[C@@H:23]3[C@H:14]([C@H:15]4[C@@:19]([CH2:21][CH2:22]3)([CH3:20])[C:18](=[O:27])[CH:17]=[CH:16]4)[C@H:13]([CH2:31][CH2:32][CH2:33][CH2:34][CH2:35][OH:36])[CH2:12][C:11]=2[CH:10]=1)[C:2]1[CH:3]=[CH:4][CH:5]=[CH:6][CH:7]=1. Procedure details: A solution of 32.8 g of 3-benzyloxy-17,17-ethylenedioxy-7α-(5-hydroxypentyl)-estra-1,3,5(10),15-tetraene in 328 ml of acetone and 32.8 ml of water is stirred at room temperature with 1.033 g of para-toluenesulfonic acid for 2 hours. Then, it is diluted with diethyl ether, washed with sodium bicarbonate and water, dried on sodium sulfate, concentrated by evaporation in a vacuum and chromatographed on silica gel with dichloro-methane acetone. 25.4 g of 3-benzyloxy-7α-(5-hydroxypentyl)-estra-1,3,5(... Isolated yield 12.7%. The reactants are CC(=O)C1=C(C=CC(=C1)OCC(F)(F)F)OCC(F)(F)F (2,5-bis(2,2,2-trifluoroethoxy)acetophenone), FC(C1=CC=C(C=C1)C=O)(F)F (α,α,α-trifluoro-p-tolualdehyde). The product is FC(COC1=C(C=C(C=C1)OCC(F)(F)F)C(C=CC1=CC=C(C=C1)C(F)(F)F)=O)(F)F (1-[2,5-Bis(2,2,2-trifluoroethoxy)phenyl]-3-[4-(trifluoromethyl)phenyl]-2-propen-1-one), solid. Reported procedure: The title compound was prepared by heating a mixture of 2,5-bis(2,2,2-trifluoroethoxy)acetophenone (200 mg, 0.633 mmol) and α,α,α-trifluoro-p-tolualdehyde (86 ul, 0.633 mmol) similar to Example 1 and isolated as a yellow solid (60.1 mg, 12.7%). 1H NMR (CDCl3): 7.70 (d, J=15.6 Hz, 1H), 7.67 (q, J=8.6, 14.9 Hz, 4H), 7.55 (d, J=15.6 Hz, 1H), 7.33 (d, J=3.3 Hz, 1H), 7.15 (dd, J=3.3, 9.0 Hz, 1H), 6.95 (d, J=9.0 Hz, 1H), 4.46-4.34 (m, 4H). Reaction SMILES: [CH3:1][C:2]([C:4]1[CH:9]=[C:8]([O:10][CH2:11][C:12]([F:15])([F:14])[F:13])[CH:7]=[CH:6][C:5]=1[O:16][CH2:17][C:18]([F:21])([F:20])[F:19])=[O:3].[F:22][C:23]([F:33])([F:32])[C:24]1[CH:29]=[CH:28][C:27]([CH:30]=O)=[CH:26][CH:25]=1>>[F:21][C:18]([F:19])([F:20])[CH2:17][O:16][C:5]1[CH:6]=[CH:7][C:8]([O:10][CH2:11][C:12]([F:13])([F:14])[F:15])=[CH:9][C:4]=1[C:2](=[O:3])[CH:1]=[CH:30][C:27]1[CH:26]=[CH:25][C:24]([C:23]([F:22])([F:32])[F:33])=[CH:29][CH:28]=1. Reactants: C(CO)O (ethylene glycol), ClCC(=O)N(C1=CC=CC=C1)CC(C)C (2-chloro-N-(2-methyl-1-propyl)-N-phenylacetamide), O (water), CC(C)([O-])C.[K+] (potassium tert-butoxide). The solvent is CN(C)C=O (DMF), CN(C)C=O (DMF). Run at time 30 minute. Product: OCCOCC(=O)N(C1=CC=CC=C1)CC(C)C (2-(2-hydroxyethoxy)-N-(2-methyl-1-propyl)-N-phenylacetamide). Isolated yield 99.5%. As a reaction SMILES: [CH2:1]([OH:4])[CH2:2][OH:3].CC(C)([O-])C.[K+].Cl[CH2:12][C:13]([N:15]([CH2:22][CH:23]([CH3:25])[CH3:24])[C:16]1[CH:21]=[CH:20][CH:19]=[CH:18][CH:17]=1)=[O:14].O>CN(C=O)C>[OH:3][CH2:2][CH2:1][O:4][CH2:12][C:13]([N:15]([CH2:22][CH:23]([CH3:25])[CH3:24])[C:16]1[CH:21]=[CH:20][CH:19]=[CH:18][CH:17]=1)=[O:14] |f:1.2|. Reported procedure: To a solution of ethylene glycol (12.4 g, 200 mmol) in DMF (50 ml) was carefully added potassium tert-butoxide (16.8 g, 150 mmol) while the temperature was kept below 70° C. The resulting mixture was stirred at ambient temperature for 30 min, then a solution of the above acetamide (11.3 g, 50 mmol) in DMF (5 ml) was added in one portion and the mixture was stirred at room temperature for 1.5 h. The reaction mixture was poured into iced water (400 ml) and extracted with dichloromethane (2×50 ml).... Starting materials: C(C)(=O)OC1=C(C(=C(C=O)C=C1)[N+](=O)[O-])OC (4-acetoxy-3-methoxy-2nitrobenzaldehyde), [OH-].[Na+] (sodium hydroxide), Cl (hydrochloric acid). Solvent: O (water). Yields the product OC1=C(C(=C(C=O)C=C1)[N+](=O)[O-])OC (4-hydroxy-3-methoxy-2-nitrobenzaldehyde). RXN SMILES: C([O:4][C:5]1[CH:12]=[CH:11][C:8]([CH:9]=[O:10])=[C:7]([N+:13]([O-:15])=[O:14])[C:6]=1[O:16][CH3:17])(=O)C.[OH-].[Na+].Cl>O>[OH:4][C:5]1[CH:12]=[CH:11][C:8]([CH:9]=[O:10])=[C:7]([N+:13]([O-:15])=[O:14])[C:6]=1[O:16][CH3:17] |f:1.2|. Procedure details: 10 g of compound 2 (0.042 mole) are added to a solution of 40 ml of sodium hydroxide 33% (m/m). The reaction mixture is heated at reflux for 10 minutes. The reaction mixture is diluted with 40 ml of water and acidified with concentrated hydrochloric acid (HCl 6N) to neutral pH. After cooling, the product is precipitated and compound 3 is isolated by vacuum filtration and by several washings with water (yield 85%-7.2 g of compound 3). Starting materials: FC1=C(C(C(=O)O)=C(C(=C1O)F)F)C(=O)O (3,5,6-trifluoro-4-hydroxyphthalic acid). Solvent: C(C)OCC (diethyl ether). Yields the product O.FC1=C(C(C(=O)O)=C(C(=C1O)F)F)C(=O)O (3,5,6-trifluoro-4-hydroxyphthalic acid monohydrate). Yield: 98.0%. RXN SMILES: [F:1][C:2]1[C:10]([OH:11])=[C:9]([F:12])[C:8]([F:13])=[C:4]([C:5]([OH:7])=[O:6])[C:3]=1[C:14]([OH:16])=[O:15]>C(OCC)C>[OH2:6].[F:1][C:2]1[C:10]([OH:11])=[C:9]([F:12])[C:8]([F:13])=[C:4]([C:5]([OH:7])=[O:6])[C:3]=1[C:14]([OH:16])=[O:15] |f:2.3|. Procedure: An amount of 2 g (30.7 mmole) of 86% potassium hydroxide was dissolved in 10 ml of water and heated to 90° C. To this solution, under stirring, was added gradually 1.0 g (4.20 mmole) of 3,4,5,6-tetrafluorophthalic acid, and the reaction was carried out at 90° C. for 9 hours. After left to cool, to the aqueous reaction solution was added concentrated hydroxychloric acid to adjust pH to 2 to give 3,5,6-trifluoro-4-hydroxyphthalic acid. To this was added 15 ml of diethyl ether, and 3,5,6-trifluoro-... Reaction SMILES: Br[CH2:2][C:3]([C:5]([CH3:8])([CH3:7])[CH3:6])=[O:4].[NH:9]1[CH:13]=[CH:12][N:11]=[CH:10]1.O>CN(C)C=O>[CH3:6][C:5]([CH3:8])([CH3:7])[C:3](=[O:4])[CH2:2][C:10]1[NH:9][CH:13]=[CH:12][N:11]=1. Yields the product CC(C(CC=1NC=CN1)=O)(C)C (3,3-dimethylbutan-2-on-1-yl imidazole). The reactants are BrCC(=O)C(C)(C)C (Bromomethyl-t-butyl ketone), N1C=NC=C1 (imidazole), O (water). Run at time 1 hour. Procedure: Bromomethyl-t-butyl ketone (17.9 g) (ref. J. Amer. Chem. Soc , 70, 2886 (1948)) was added to a solution of imidazole (34.1 g) in 34 ml of dimethylformamide. After stirring for 1 hour, 600 ml of water was added and the aqueous mixture extracted several times with ethyl acetate. The combined extracts were dried over sodium sulfate, concentrated, and the resulting oil chromatographed on silica gel, eluting with 5% methanol in methylene chloride, to give 3,3-dimethylbutan-2-on-1-yl imidazole. Solvent: CN(C=O)C (dimethylformamide).